This data is from the Open Reaction Database (ORD), a public repository of structured organic reaction records. The task is: describe an organic reaction: reactants, conditions, products, and yield The reactants are O=C([O-])[O-], C=CCBr, [Cs+], [Cs+], CN(C)C=O, COC(=O)c1ccc(O)cc1. Product: C=CCOc1ccc(C(=O)OC)cc1. Reaction SMILES: [C:12](=[O:13])([O-:14])[O-:15].[CH2:18]([CH:19]=[CH2:20])[Br:21].[Cs+:16].[Cs+:17].[O:22]=[CH:23][N:24]([CH3:25])[CH3:26].[OH:1][c:2]1[cH:3][cH:4][c:5]([C:6](=[O:7])[O:8][CH3:9])[cH:10][cH:11]1>>[O:1]([c:2]1[cH:3][cH:4][c:5]([C:6](=[O:7])[O:8][CH3:9])[cH:10][cH:11]1)[CH2:20][CH:19]=[CH2:18]. Procedure: To a stirred suspension of 4-aminomethyl-2-(2,6-dioxo-piperidin-3-yl)-isoindole-1,3-dione hydrochloride (0.7 g, 2.2 mmol) in acetonitrile (60 mL), was added 1,8-diazabicyclo[5,4,0]undec-7-ene (0.8 g, 5.4 mmol). After stirring for 10 minutes, 1-hydroxybenzotriazole (0.4 g, 2.6 mmol) and 3,5-dimethoxyphenylacetic acid (0.5 g, 2.4 mmol) were added, followed by 1-(3-dimethylaminopropyl)-3-ethylcarbodiimide hydrochloride (0.6 g, 3.2 mmol). The mixture was stirred at room temperature overnight and was... Reactants: Cl.CN(CCCN=C=NCC)C (1-(3-dimethylaminopropyl)-3-ethylcarbodiimide hydrochloride), Cl.NCC1=C2C(N(C(C2=CC=C1)=O)C1C(NC(CC1)=O)=O)=O (4-aminomethyl-2-(2,6-dioxo-piperidin-3-yl)-isoindole-1,3-dione hydrochloride), N12CCCCCC2=NCCC1 (1,8-diazabicyclo[5,4,0]undec-7-ene), ON1N=NC2=C1C=CC=C2 (1-hydroxybenzotriazole), COC=1C=C(C=C(C1)OC)CC(=O)O (3,5-dimethoxyphenylacetic acid). Solvent: C(C)#N (acetonitrile). Run at time 10 minute. Yields the product COC=1C=C(C=C(C1)OC)CC(=O)NCC1=C2C(N(C(C2=CC=C1)=O)C1C(NC(CC1)=O)=O)=O (2-(3,5-dimethoxy-phenyl)-N-[2-(2,6-dioxo-piperidin-3-yl)-1,3-dioxo-2,3-dihydro-1H-isoindol-4-ylmethyl]-acetamide). Reaction SMILES: Cl.[NH2:2][CH2:3][C:4]1[CH:12]=[CH:11][CH:10]=[C:9]2[C:5]=1[C:6](=[O:22])[N:7]([CH:14]1[CH2:19][CH2:18][C:17](=[O:20])[NH:16][C:15]1=[O:21])[C:8]2=[O:13].N12CCCN=C1CCCCC2.ON1C2C=CC=CC=2N=N1.[CH3:44][O:45][C:46]1[CH:47]=[C:48]([CH2:54][C:55](O)=[O:56])[CH:49]=[C:50]([O:52][CH3:53])[CH:51]=1.Cl.CN(C)CCCN=C=NCC>C(#N)C>[CH3:53][O:52][C:50]1[CH:49]=[C:48]([CH2:54][C:55]([NH:2][CH2:3][C:4]2[CH:12]=[CH:11][CH:10]=[C:9]3[C:5]=2[C:6](=[O:22])[N:7]([CH:14]2[CH2:19][CH2:18][C:17](=[O:20])[NH:16][C:15]2=[O:21])[C:8]3=[O:13])=[O:56])[CH:47]=[C:46]([O:45][CH3:44])[CH:51]=1 |f:0.1,5.6|. Yield: 78.1%. Starting materials: BrC1=CC(=NC=C1)Cl (4-Bromo-2-chloropyridine), N1(CCNCC1)C(=O)OCC(C)C (isobutyl piperazine-1-carboxylate), C(C)(C)(C)O[Na] (t-BuONa). Reagents/catalysts: C=1C=CC(=CC1)/C=C/C(=O)/C=C/C2=CC=CC=C2.C=1C=CC(=CC1)/C=C/C(=O)/C=C/C2=CC=CC=C2.C=1C=CC(=CC1)/C=C/C(=O)/C=C/C2=CC=CC=C2.[Pd].[Pd] (Pd2(dba)3), CC1(C2=C(C(=CC=C2)P(C3=CC=CC=C3)C4=CC=CC=C4)OC5=C(C=CC=C51)P(C6=CC=CC=C6)C7=CC=CC=C7)C (Xantphos). Run in C1(=CC=CC=C1)C (toluene), CCOC(=O)C (EtOAc). Reaction conditions: temperature 150 celsius. The product is ClC1=NC=CC(=C1)N1CCN(CC1)C(=O)OCC(C)C (Isobutyl 4-(2-chloropyridin-4-yl)piperazine-1-carboxylate). Isolated yield 63.1%. RXN SMILES: Br[C:2]1[CH:7]=[CH:6][N:5]=[C:4]([Cl:8])[CH:3]=1.[N:9]1([C:15]([O:17][CH2:18][CH:19]([CH3:21])[CH3:20])=[O:16])[CH2:14][CH2:13][NH:12][CH2:11][CH2:10]1.C(O[Na])(C)(C)C>C1(C)C=CC=CC=1.CCOC(C)=O.C1C=CC(/C=C/C(/C=C/C2C=CC=CC=2)=O)=CC=1.C1C=CC(/C=C/C(/C=C/C2C=CC=CC=2)=O)=CC=1.C1C=CC(/C=C/C(/C=C/C2C=CC=CC=2)=O)=CC=1.[Pd].[Pd].CC1(C)C2C(=C(P(C3C=CC=CC=3)C3C=CC=CC=3)C=CC=2)OC2C(P(C3C=CC=CC=3)C3C=CC=CC=3)=CC=CC1=2>[Cl:8][C:4]1[CH:3]=[C:2]([N:12]2[CH2:11][CH2:10][N:9]([C:15]([O:17][CH2:18][CH:19]([CH3:21])[CH3:20])=[O:16])[CH2:14][CH2:13]2)[CH:7]=[CH:6][N:5]=1 |f:5.6.7.8.9|. Procedure details: 4-Bromo-2-chloropyridine (125 mg, 0.65 mmol), isobutyl piperazine-1-carboxylate (93 mg, 0.5 mmol), Pd2(dba)3 (10 mg, 10 μmol), t-BuONa (72 mg, 0.75 mmol), and Xantphos (17 mg, 30 μmol) in dry toluene (5 mL) were sealed in a microwave vessel and heated by microwave irradiation at 150° C. for 15 minutes. The reaction was diluted with EtOAc, washed with water, dried over Na2SO4, and evaporated under reduced pressure. Purification by flash chromatography (SiO2, MeOH/CH2Cl2) afforded 3a as a tan oil ... Product: CCCCCCCCCCC(C)(C)C(=O)Nc1c(C)c([N+](=O)[O-])c(C)c2c1OC(C)(C)C2. As a reaction SMILES: [CH3:1][C:2]1([CH3:29])[O:3][c:4]2[c:5]([c:7]([CH3:28])[cH:8][c:9]([CH3:27])[c:10]2[NH:11][C:12]([C:13]([CH2:14][CH2:15][CH2:16][CH2:17][CH2:18][CH2:19][CH2:20][CH2:21][CH2:22][CH3:23])([CH3:24])[CH3:25])=[O:26])[CH2:6]1.[CH3:34][C:35]([O:36][C:37](=[O:38])[CH3:39])=[O:40].[Na+:42].[OH2:41].[OH:30][N+:31]([O-:32])=[O:33].[OH:43][C:44](=[O:45])[O-:46]>>[CH3:1][C:2]1([CH3:29])[O:3][c:4]2[c:5]([c:7]([CH3:28])[c:8]([N+:31](=[O:30])[O-:32])[c:9]([CH3:27])[c:10]2[NH:11][C:12]([C:13]([CH2:14][CH2:15][CH2:16][CH2:17][CH2:18][CH2:19][CH2:20][CH2:21][CH2:22][CH3:23])([CH3:24])[CH3:25])=[O:26])[CH2:6]1. Starting materials: CCCCCCCCCCC(C)(C)C(=O)Nc1c(C)cc(C)c2c1OC(C)(C)C2, CC(=O)OC(C)=O, [Na+], O, O=[N+]([O-])O, O=C([O-])O.